Dataset: the Open Reaction Database (ORD), a public repository of structured organic reaction records. Task: describe an organic reaction: reactants, conditions, products, and yield The reactants are Cc1ccccc1, NC(=O)c1ccc2c(c1)c(-c1cccc(NC(=O)c3ccco3)c1)nn2C1CCCCO1. Yields the product NC(=O)c1ccc2[nH]nc(-c3cccc(NC(=O)c4ccco4)c3)c2c1. RXN SMILES: [CH3:33][c:34]1[cH:35][cH:36][cH:37][cH:38][cH:39]1.[o:1]1[c:2]([C:6](=[O:7])[NH:8][c:9]2[cH:10][c:11](-[c:15]3[n:16][n:17]([CH:27]4[CH2:28][CH2:29][CH2:30][CH2:31][O:32]4)[c:18]4[cH:19][cH:20][c:21]([C:24](=[O:25])[NH2:26])[cH:22][c:23]34)[cH:12][cH:13][cH:14]2)[cH:3][cH:4][cH:5]1>>[o:1]1[c:2]([C:6](=[O:7])[NH:8][c:9]2[cH:10][c:11](-[c:15]3[n:16][nH:17][c:18]4[cH:19][cH:20][c:21]([C:24](=[O:25])[NH2:26])[cH:22][c:23]34)[cH:12][cH:13][cH:14]2)[cH:3][cH:4][cH:5]1. Starting materials: C(=O)(OC)N1CC(C(CC1)=O)(C)C(=O)OC (1,3-dicarbomethoxy-3-methyl-4-piperidone), Br (hydrobromic acid). Run in CO (methanol). Product: Br.CC1CNCCC1=O (3-methyl-4-piperidone hydrobromide salt). As a reaction SMILES: C([N:5]1[CH2:10][CH2:9][C:8](=[O:11])[C:7](C(OC)=O)([CH3:12])[CH2:6]1)(OC)=O.[BrH:17]>CO>[BrH:17].[CH3:12][CH:7]1[C:8](=[O:11])[CH2:9][CH2:10][NH:5][CH2:6]1 |f:3.4|. Procedure: A solution of 1,3-dicarbomethoxy-3-methyl-4-piperidone (51.45 g, 225 mmol) in hydrobromic acid (48%, 250 mL) is heated under reflux for 4 h and then cooled to room temperature. The resultant solution is concentrated in vacuo to give an orange colored solid. The solid is suspended in methanol (50 mL) and concentrated in vacuo again to give 3-methyl-4-piperidone hydrobromide salt: 42.9 g; 98%; mp 203-°205° C. Starting materials: C(C)OC(=O)C1(C2C=CC(C1)C2)C(=O)OCC (2,2-bisethoxycarbonyl-5-norbornene), [H-].[Al+3].[Li+].[H-].[H-].[H-] (lithium aluminum hydride). Solvent: O1CCCC1 (tetrahydrofuran), O1CCCC1 (tetrahydrofuran). Product: OCC1(C2C=CC(C1)C2)CO (2,2-bishydroxymethyl-5-norbornene). Isolated yield 140.6%. RXN SMILES: C([O:3][C:4]([C:6]1([C:13](OCC)=[O:14])[CH2:11][CH:10]2[CH2:12][CH:7]1[CH:8]=[CH:9]2)=O)C.[H-].[Al+3].[Li+].[H-].[H-].[H-]>O1CCCC1>[OH:3][CH2:4][C:6]1([CH2:13][OH:14])[CH2:11][CH:10]2[CH2:12][CH:7]1[CH:8]=[CH:9]2 |f:1.2.3.4.5.6|. Procedure: Into a solution containing 2,2-bisethoxycarbonyl-5-norbornene (10 g) in dry tetrahydrofuran (100 ml) was added a mixture of lithium aluminum hydride (4.3 g) and dry tetrahydrofuran (100 ml) with stirring at room temperature. The reaction mixture was refluxed for 2 hours. After consumption of excess LiAlH4 by addition of water, the reaction mixture was concentrated to give a residue, which was extracted with chloroform. The extract was washed with a saturated NaCl solution, dried and concentrated... Reactants: O\N=C(\CCCOC)/N ((1Z)—N′-hydroxy-4-methoxybutanimidamide), CaH2, ClC(C(=O)OC)=O (methyl chloro(oxo)acetate). The product is COCCCC1=NOC(=N1)C(=O)OC (Methyl 3-(3-methoxypropyl)-1,2,4-oxadiazole-5-carboxylate). Reaction SMILES: [OH:1]/[N:2]=[C:3](\[NH2:9])/[CH2:4][CH2:5][CH2:6][O:7][CH3:8].Cl[C:11](=O)[C:12]([O:14][CH3:15])=[O:13]>>[CH3:8][O:7][CH2:6][CH2:5][CH2:4][C:3]1[N:9]=[C:11]([C:12]([O:14][CH3:15])=[O:13])[O:1][N:2]=1. Procedure: In analogy to the procedure described for example D27 (1Z)—N′-hydroxy-4-methoxybutanimidamide (1.29 g), CaH2 (452 mg) and methyl chloro(oxo)acetate (1.32 g) yield the title compound as an oil. Starting materials: O=CO, COC(=O)C1(Cl)C(C)(C)C1(Cl)Cl, O, O=S(=O)(O)O. Product: CC1(C)C(Cl)(Cl)C1(Cl)C(=O)O. RXN SMILES: [CH:19]([OH:20])=[O:21].[Cl:1][C:2]1([C:9](=[O:10])[O:11][CH3:12])[C:3]([Cl:7])([Cl:8])[C:4]1([CH3:5])[CH3:6].[OH2:18].[S:13](=[O:14])(=[O:15])([OH:16])[OH:17]>>[Cl:1][C:2]1([C:9](=[O:10])[OH:11])[C:3]([Cl:7])([Cl:8])[C:4]1([CH3:5])[CH3:6]. The reactants are N1C=NC2=C1C=CC(=C2)N (1H-Benzoimidazol-5-ylamine), N1=C2C(=NS1)C=C(C=C2)C=O (Benzo[1,2,5]thiadiazole-5-carbaldehyde), C(C)OC(C(CC(=O)C1CC1)=O)=O (4-Cyclopropyl-2,4-dioxo-butyric acid ethyl ester). The solvent is C(C)O (ethanol). Run at temperature 50 celsius, time 24 hour. Yields the product N1C=NC2=C1C=CC(=C2)N2C(C(=C(C2C2=CC=1C(=NSN1)C=C2)C(=O)C2CC2)O)=O (1-(1H-Benzoimidazol-5-yl)-5-benzo[c][1,2,5]thiadiazol-5-yl-4-cyclopropanecarbonyl-3-hydroxy-1,5-dihydro-pyrrol-2-one). Reaction SMILES: [NH:1]1[C:5]2[CH:6]=[CH:7][C:8]([NH2:10])=[CH:9][C:4]=2[N:3]=[CH:2]1.[N:11]1[S:15][N:14]=[C:13]2[CH:16]=[C:17]([CH:20]=O)[CH:18]=[CH:19][C:12]=12.C([O:24][C:25](=O)[C:26](=[O:33])[CH2:27][C:28]([CH:30]1[CH2:32][CH2:31]1)=[O:29])C>C(O)C>[NH:1]1[C:5]2[CH:6]=[CH:7][C:8]([N:10]3[CH:20]([C:17]4[CH:18]=[CH:19][C:12]5=[N:11][S:15][N:14]=[C:13]5[CH:16]=4)[C:27]([C:28]([CH:30]4[CH2:32][CH2:31]4)=[O:29])=[C:26]([OH:33])[C:25]3=[O:24])=[CH:9][C:4]=2[N:3]=[CH:2]1. Procedure: 1H-Benzoimidazol-5-ylamine (1 mmol) and Benzo[1,2,5]thiadiazole-5-carbaldehyde (1 mmol) were added to ethanol (5 ml). After 30 min 4-Cyclopropyl-2,4-dioxo-butyric acid ethyl ester (1 mmol) was added. The reaction was heated to 50° C. and stirred for 24 h. After evaporation of the solvent the residue was purified with chromatographic methods. Starting materials: O=C([O-])[O-], CN(C)C=O, CCOC(C)=O, CS(=O)(=O)OC1CCC2(CC1)OCCO2, COc1cc2ncnc(Nc3cccc(Cl)c3F)c2cc1O, [K+], [K+], O. Product: COc1cc2ncnc(Nc3cccc(Cl)c3F)c2cc1OC1CCC2(CC1)OCCO2. Reaction SMILES: [C:1](=[O:2])([O-:3])[O-:4].[CH3:44][N:45]([CH3:46])[CH:47]=[O:48].[CH3:50][CH2:51][O:52][C:53](=[O:54])[CH3:55].[CH3:7][S:8](=[O:9])(=[O:10])[O:11][CH:12]1[CH2:13][CH2:14][C:15]2([O:16][CH2:17][CH2:18][O:19]2)[CH2:20][CH2:21]1.[Cl:22][c:23]1[c:24]([F:43])[c:25]([NH:29][c:30]2[n:31][cH:32][n:33][c:34]3[cH:35][c:36]([O:41][CH3:42])[c:37]([OH:40])[cH:38][c:39]23)[cH:26][cH:27][cH:28]1.[K+:5].[K+:6].[OH2:49]>>[O:11]([CH:12]1[CH2:13][CH2:14][C:15]2([O:16][CH2:17][CH2:18][O:19]2)[CH2:20][CH2:21]1)[c:37]1[c:36]([O:41][CH3:42])[cH:35][c:34]2[n:33][cH:32][n:31][c:30]([NH:29][c:25]3[c:24]([F:43])[c:23]([Cl:22])[cH:28][cH:27][cH:26]3)[c:39]2[cH:38]1. Starting materials: COC(=O)CCC(=NOCc1ccc(OCc2cn3c(Cl)cccc3n2)cc1)c1ccccc1, Cl, [Na+], C1CCOC1, [OH-]. Yields the product O=C(O)CCC(=NOCc1ccc(OCc2cn3c(Cl)cccc3n2)cc1)c1ccccc1. RXN SMILES: [Cl:3][c:4]1[cH:5][cH:6][cH:7][c:8]2[n:9]1[cH:10][c:11]([CH2:13][O:14][c:15]1[cH:16][cH:17][c:18]([CH2:19][O:20][N:21]=[C:22]([CH2:23][CH2:24][C:25](=[O:26])[O:27][CH3:28])[c:29]3[cH:30][cH:31][cH:32][cH:33][cH:34]3)[cH:35][cH:36]1)[n:12]2.[ClH:37].[Na+:2].[O:38]1[CH2:39][CH2:40][CH2:41][CH2:42]1.[OH-:1]>>[Cl:3][c:4]1[cH:5][cH:6][cH:7][c:8]2[n:9]1[cH:10][c:11]([CH2:13][O:14][c:15]1[cH:16][cH:17][c:18]([CH2:19][O:20][N:21]=[C:22]([CH2:23][CH2:24][C:25](=[O:26])[OH:27])[c:29]3[cH:30][cH:31][cH:32][cH:33][cH:34]3)[cH:35][cH:36]1)[n:12]2. Reactants: OCC1=CN=NN1C=1C=C(C=CC1)C1=NC2=C(NC(C1)=O)C=C(C(=C2)N(C)CC(C)C)C(F)(F)F (4-[3-(5-hydroxymethyl-[1,2,3]triazol-1-yl)-phenyl]-7-(isobutyl-methyl-amino)-8-trifluoromethyl-1,3-dihydro-benzo[b][1,4]diazepin-2-one), S(=O)(Cl)Cl (thionylchloride), [Cl-] (chloride), N1CCCC1 (pyrrolidine). The solvent is ClCCl (dichloromethane), CN(C)C=O (DMF). Yields the product C(C(C)C)N(C1=CC2=C(NC(CC(=N2)C2=CC(=CC=C2)N2N=NC=C2CN2CCCC2)=O)C=C1C(F)(F)F)C (7-(Isobutyl-methyl-amino)-4-[3-(5-pyrrolidin-1-ylmethyl-[1,2,3]triazol-1-yl)-phenyl]-8-trifluoromethyl-1,3-dihydro-benzo[b][1,4]diazepin-2-one), foam. The yield is 24.0%. As a reaction SMILES: O[CH2:2][C:3]1[N:7]([C:8]2[CH:9]=[C:10]([C:14]3[CH2:20][C:19](=[O:21])[NH:18][C:17]4[CH:22]=[C:23]([C:32]([F:35])([F:34])[F:33])[C:24]([N:26]([CH2:28][CH:29]([CH3:31])[CH3:30])[CH3:27])=[CH:25][C:16]=4[N:15]=3)[CH:11]=[CH:12][CH:13]=2)[N:6]=[N:5][CH:4]=1.S(Cl)(Cl)=O.[Cl-].[NH:41]1[CH2:45][CH2:44][CH2:43][CH2:42]1>ClCCl.CN(C=O)C>[CH2:28]([N:26]([CH3:27])[C:24]1[C:23]([C:32]([F:33])([F:34])[F:35])=[CH:22][C:17]2[NH:18][C:19](=[O:21])[CH2:20][C:14]([C:10]3[CH:11]=[CH:12][CH:13]=[C:8]([N:7]4[C:3]([CH2:2][N:41]5[CH2:45][CH2:44][CH2:43][CH2:42]5)=[CH:4][N:5]=[N:6]4)[CH:9]=3)=[N:15][C:16]=2[CH:25]=1)[CH:29]([CH3:30])[CH3:31]. Procedure: The title compound was prepared from 4-[3-(5-hydroxymethyl-[1,2,3]triazol-1-yl)-phenyl]-7-(isobutyl-methyl-amino)-8-trifluoromethyl-1,3-dihydro-benzo[b][1,4]diazepin-2-one (Example 117) (300 mg, 0.62 mmol) by reaction with thionylchloride in dichloromethane and subsequent treatment of the corresponding chloride with pyrrolidine in DMF according to the method described in Example 45. Obtained as a light orange foam (80 mg, 24%). The reactants are [H][H] (hydrogen), C(C)(C)(C)C1=CC=C(C=C1)C1=C2CC(C(C2=CC=C1)=O)=CC1(CCCCC1)C (4-(4-tert-butyl-phenyl)-2-(1-methylcyclo-hexylmethylene)-indan-1-one), [H][H] (hydrogen). The reagents and catalysts are [Pd] (palladium on activated carbon). Solvent: C(C)(=O)OCC (ethyl acetate). Product: C(C)(C)(C)C1=CC=C(C=C1)C1=C2CC(C(C2=CC=C1)=O)CC1(CCCCC1)C (4-(4-tert-butyl-phenyl)-2-(1-methyl-cyclohexylmethyl)-indan-1-one). The yield is 97.3%. RXN SMILES: [C:1]([C:5]1[CH:10]=[CH:9][C:8]([C:11]2[CH:19]=[CH:18][CH:17]=[C:16]3[C:12]=2[CH2:13][C:14](=[CH:21][C:22]2([CH3:28])[CH2:27][CH2:26][CH2:25][CH2:24][CH2:23]2)[C:15]3=[O:20])=[CH:7][CH:6]=1)([CH3:4])([CH3:3])[CH3:2].[H][H]>C(OCC)(=O)C.[Pd]>[C:1]([C:5]1[CH:10]=[CH:9][C:8]([C:11]2[CH:19]=[CH:18][CH:17]=[C:16]3[C:12]=2[CH2:13][CH:14]([CH2:21][C:22]2([CH3:28])[CH2:23][CH2:24][CH2:25][CH2:26][CH2:27]2)[C:15]3=[O:20])=[CH:7][CH:6]=1)([CH3:4])([CH3:2])[CH3:3]. Procedure: 28.62 g of crude 4-(4-tert-butyl-phenyl)-2-(1-methylcyclo-hexylmethylene)-indan-1-one (GC: ˜83% purity) are dissolved in 286 ml of ethyl acetate in a flask with gas inlet and stirrer. 2 g of palladium on activated carbon (10 wt-% palladium) are added. The system is evacuated and refilled with argon three times to remove oxygen and then evacuated and refilled with hydrogen three times. The stirrer is started and the reaction mixture is vigorously stirred to help the diffusion of hydrogen gas into...